Task: describe an organic reaction: reactants, conditions, products, and yield. Dataset: the Open Reaction Database (ORD), a public repository of structured organic reaction records Starting materials: [C@@H]1([C@@H](CCCC1)N)N ((1R,2R)-(-)-1,2-cyclohexanediamine), O (H2O), threo-2,3-butanediol, CCOCC (ether). Yields the product [C@@H]1([C@@H](CCCC1)N)N.C[C@H]([C@@H](C)O)O ((1R,2R)-(-)-1,2-cyclohexanediamine·(2R,3R)-(-)-2,3-butanediol). RXN SMILES: [C@@H:1]1([NH2:8])[CH2:6][CH2:5][CH2:4][CH2:3][C@H:2]1[NH2:7].[OH2:9].CC[O:12]CC>>[C@@H:1]1([NH2:8])[CH2:6][CH2:5][CH2:4][CH2:3][C@H:2]1[NH2:7].[CH3:1][C@@H:2]([OH:12])[C@H:3]([OH:9])[CH3:4] |f:3.4|. Reported procedure: 1.28 g (11.2 mmol) of (1R,2R)-(-)-1,2-cyclohexanediamine of α!D20 =-36.7° (c 4.1, H2O) and 1.00 g (11.1 mmol) of dl-threo-2,3-butanediol were added to 2 ml of ether and then heated/dissolved therein, and the solution was cooled to room temperature. Afterward, the precipitated crystals were collected by filtration and then recrystallized from 2 ml of ether twice to obtain 1.00 g of (1R,2R)-(-)-1,2-cyclohexanediamine·(2R,3R)-(-)-2,3-butanediol. Physical properties of the product are as follows. Reactants: COC(C1=CC=C(C=C1)C1CCN(CC1)C)=O (4-(1-Methyl-piperidin-4-yl)-benzoic acid methyl ester), Cl (HCl). Product: Cl.CN1CCC(CC1)C1=CC=C(C(=O)O)C=C1 (4-(1-Methyl-piperidin-4-yl)-benzoic acid hydrochloride). As a reaction SMILES: C[O:2][C:3](=[O:17])[C:4]1[CH:9]=[CH:8][C:7]([CH:10]2[CH2:15][CH2:14][N:13]([CH3:16])[CH2:12][CH2:11]2)=[CH:6][CH:5]=1.[ClH:18]>>[ClH:18].[CH3:16][N:13]1[CH2:14][CH2:15][CH:10]([C:7]2[CH:8]=[CH:9][C:4]([C:3]([OH:17])=[O:2])=[CH:5][CH:6]=2)[CH2:11][CH2:12]1 |f:2.3|. Procedure: 4-(1-Methyl-piperidin-4-yl)-benzoic acid methyl ester (4.55 mmol) is dissolved in 4N HCl (10 ml) and heated under reflux for 8 hours. After cooling the solvent is evaporated and the residue is suspended in acetone and the solid filtered of, washed with acetone and dried (vacuum). A pale-brown powder with mp. >270° C. is obtained. The product is C(CCCCCCC)C(C(=O)O)CCC(C(=O)O)CCCCCCCC (2, 5-dioctyladipic acid). Solvent: C(C)(=O)O (acetic acid). The reactants are C(CCCCCCC)C(C(=O)O)CCCC(=O)O (2-octyladipic acid), O=O (oxygen), C(CCCCC(=O)O)(=O)O (adipic acid), C=CCCCCCC (1-octene). Reported procedure: A mixture of 20 mmol of adipic acid, 2 mmol of 1-octene, 0.04 mmol of manganese(II) acetate, 0.002 mmol of cobalt (II) acetate and 2 ml of acetic acid was stirred at 90° C. in an atmosphere of a gaseous mixture of nitrogen and oxygen (9:1) (1 atm=0.101 MPa) for 3 hours. The resulting reaction mixture was analyzed to find that 2-octyladipic acid and 2, 5-dioctyladipic acid were produced in yields of 14% and 1%, respectively, with a conversion from 1-octene of 33%. The reagents and catalysts are C(C)(=O)[O-].[Mn+2].C(C)(=O)[O-] (manganese(II) acetate), C(C)(=O)[O-].[Co+2].C(C)(=O)[O-] (cobalt (II) acetate). As a reaction SMILES: C(O)(=O)CCCCC(O)=O.[CH2:11]=[CH:12][CH2:13][CH2:14][CH2:15][CH2:16][CH2:17][CH3:18].O=O.[CH2:21]([CH:29]([CH2:33][CH2:34][CH2:35][C:36]([OH:38])=[O:37])[C:30]([OH:32])=[O:31])[CH2:22][CH2:23][CH2:24][CH2:25][CH2:26][CH2:27][CH3:28]>C([O-])(=O)C.[Mn+2].C([O-])(=O)C.C([O-])(=O)C.[Co+2].C([O-])(=O)C.C(O)(=O)C>[CH2:21]([CH:29]([CH2:33][CH2:34][CH:35]([CH2:11][CH2:12][CH2:13][CH2:14][CH2:15][CH2:16][CH2:17][CH3:18])[C:36]([OH:38])=[O:37])[C:30]([OH:32])=[O:31])[CH2:22][CH2:23][CH2:24][CH2:25][CH2:26][CH2:27][CH3:28] |f:4.5.6,7.8.9|. The reactants are ClC1=C(C=NC(=C1)Cl)C(=O)OC (4,6-dichloropyridine-3-carboxylic acid, methyl ester), NC1=CC=NN1 (5-aminopyrazole). Run in C(C)(=O)O (acetic acid). Yields the product ClC1=CC=2NC=3N(C(C2C=N1)=O)N=CC3 (6-Chloropyrazolo[1,5-a]pyrido[4,3-d]pyrimidin-9(4H)-one). RXN SMILES: Cl[C:2]1[CH:7]=[C:6]([Cl:8])[N:5]=[CH:4][C:3]=1[C:9]([O:11]C)=O.[NH2:13][C:14]1[NH:18][N:17]=[CH:16][CH:15]=1>C(O)(=O)C>[Cl:8][C:6]1[N:5]=[CH:4][C:3]2[C:9](=[O:11])[N:18]3[N:17]=[CH:16][CH:15]=[C:14]3[NH:13][C:2]=2[CH:7]=1. Procedure details: 205 g. of 4,6-dichloropyridine-3-carboxylic acid, methyl ester and 166 g. of 5-aminopyrazole are refluxed together in 300 ml. of acetic acid for 10 hours with stirring. The crystalline 6-chloropyrazolo[1,5-a]pyrido[4,3-d]pyrimidin-9(4H)-one is filtered off, washed with water and recrystallized from dimethylformamide, yield: 185 g. (84%); m.p. > 300°. The reactants are O=C([O-])[O-], O=C([O-])[O-], COC(C)(C)C, COC(=O)C(CC(C)(C)c1cc(F)ccc1Br)C(=O)c1ccccc1, CI, CO, [Cs+], [Cs+], [K+], [K+], O=C(O)CC(O)(CC(=O)O)C(=O)O, O=S(=O)(O)O. The product is COC(=O)C(O)CC(C)(C)c1cc(F)ccc1Br. Reaction SMILES: [C:26]([O-:27])(=[O:28])[O-:29].[C:37](=[O:38])([O-:39])[O-:40].[C:60]([O:61][CH3:62])([CH3:63])([CH3:64])[CH3:65].[CH3:1][O:2][C:3]([CH:4]([CH2:5][C:6]([CH3:7])([CH3:8])[c:9]1[c:10]([Br:16])[cH:11][cH:12][c:13]([F:15])[cH:14]1)[C:17](=[O:18])[c:19]1[cH:20][cH:21][cH:22][cH:23][cH:24]1)=[O:25].[CH3:43][I:44].[CH3:58][OH:59].[Cs+:41].[Cs+:42].[K+:30].[K+:31].[OH:45][C:46]([CH2:47][C:48]([C:49](=[O:50])[OH:51])([CH2:52][C:53](=[O:54])[OH:55])[OH:56])=[O:57].[S:32](=[O:33])(=[O:34])([OH:35])[OH:36]>>[CH3:1][O:2][C:3]([CH:4]([CH2:5][C:6]([CH3:7])([CH3:8])[c:9]1[c:10]([Br:16])[cH:11][cH:12][c:13]([F:15])[cH:14]1)[OH:27])=[O:25]. The reactants are O (water), FC(C(=O)NCC1=CC=C(C=C1)CO)(F)F (2,2,2-trifluoro-N-(4-hydroxymethyl-benzyl)-acetamide), NC1=NC(=CC(=N1)Cl)C (2-amino-4-chloro-6-methylpyrimidine), [H-].[Na+] (NaH). Reported procedure: 812 mg (3.48 mmol) 2,2,2-trifluoro-N-(4-hydroxymethyl-benzyl)-acetamide is dissolved in 3 mL dry dimethylacetamide under argon atmosphere, and 167 mg (6.96 mmol) NaH is added over 5 min. 500 mg (3.48 mmol) 2-amino-4-chloro-6-methylpyrimidine is then added and the solution stirred at 90° C.— over night. 1 mL water is added carefully to quench all excess NaH, and the mixture poured into 50 ml of 0.5 N HCl. The crude product is extracted with ethyl acetate, the combined organic phases washed with b... The product is NC1=NC(=CC(=N1)C)OCC1=CC=C(CNC(C(F)(F)F)=O)C=C1 (N-[4-(2-Amino-4-methylpyrimidin-6-yloxymethyl)-benzyl]-2,2,2-trifluoro-acetamide). RXN SMILES: [F:1][C:2]([F:16])([F:15])[C:3]([NH:5][CH2:6][C:7]1[CH:12]=[CH:11][C:10]([CH2:13][OH:14])=[CH:9][CH:8]=1)=[O:4].[H-].[Na+].[NH2:19][C:20]1[N:25]=[C:24](Cl)[CH:23]=[C:22]([CH3:27])[N:21]=1.O>CC(N(C)C)=O>[NH2:19][C:20]1[N:21]=[C:22]([CH3:27])[CH:23]=[C:24]([O:14][CH2:13][C:10]2[CH:11]=[CH:12][C:7]([CH2:6][NH:5][C:3](=[O:4])[C:2]([F:15])([F:16])[F:1])=[CH:8][CH:9]=2)[N:25]=1 |f:1.2|. Conditions: temperature 90 celsius. Solvent: CC(=O)N(C)C (dimethylacetamide). Reactants: [F-].C(CCC)[N+](CCCC)(CCCC)CCCC (Tetrabutylammonium fluoride), [Si](C1=CC=CC=C1)(C1=CC=CC=C1)(C(C)(C)C)OCCOC[C@@H](C(=O)NC1=NC=C(C=C1)C#N)OC1=C2C(=NC=N1)N(N=C2)C2=NC=CC=C2Cl ((2S)-3-(2-(tert-butyldiphenylsilyloxy)ethoxy)-2-(1-(3-chloropyridin-2-yl)-1H-pyrazolo[3,4-d]pyrimidin-4-yloxy)-N-(5-cyanopyridin-2-yl)propanamide). Solvent: C1CCOC1 (THF). Reaction conditions: time 1 hour. The product is ClC=1C(=NC=CC1)N1N=CC=2C1=NC=NC2O[C@H](C(=O)NC2=NC=C(C=C2)C#N)COCCO ((2S)-2-(1-(3-chloropyridin-2-yl)-1H-pyrazolo[3,4-d]pyrimidin-4-yloxy)-N-(5-cyanopyridin-2-yl)-3-(2-hydroxyethoxy)propanamide). Yield: 56.4%. As a reaction SMILES: [F-].C([N+](CCCC)(CCCC)CCCC)CCC.[Si]([O:36][CH2:37][CH2:38][O:39][CH2:40][C@H:41]([O:53][C:54]1[N:59]=[CH:58][N:57]=[C:56]2[N:60]([C:63]3[C:68]([Cl:69])=[CH:67][CH:66]=[CH:65][N:64]=3)[N:61]=[CH:62][C:55]=12)[C:42]([NH:44][C:45]1[CH:50]=[CH:49][C:48]([C:51]#[N:52])=[CH:47][N:46]=1)=[O:43])(C(C)(C)C)(C1C=CC=CC=1)C1C=CC=CC=1>C1COCC1>[Cl:69][C:68]1[C:63]([N:60]2[C:56]3=[N:57][CH:58]=[N:59][C:54]([O:53][C@@H:41]([CH2:40][O:39][CH2:38][CH2:37][OH:36])[C:42]([NH:44][C:45]4[CH:50]=[CH:49][C:48]([C:51]#[N:52])=[CH:47][N:46]=4)=[O:43])=[C:55]3[CH:62]=[N:61]2)=[N:64][CH:65]=[CH:66][CH:67]=1 |f:0.1|. Procedure details: Tetrabutylammonium fluoride (1M in THF) (0.139 mL, 0.14 mmol) was added to (2S)-3-(2-(tert-butyldiphenylsilyloxy)ethoxy)-2-(1-(3-chloropyridin-2-yl)-1H-pyrazolo[3,4-d]pyrimidin-4-yloxy)-N-(5-cyanopyridin-2-yl)propanamide (Intermediate AB1) (100 mg, 0.14 mmol) in THF (2 mL) under nitrogen. The resulting mixture was stirred at ambient temperature for 1 hour. The reaction mixture was quenched with saturated NH4Cl (1 mL), diluted with DCM (10 ml) and poured onto a phase separator. The organic layer ... Starting materials: ClC1=C(C(=CC=C1)Cl)NC1=C(C=C(C=C1)O)CC(=O)O (2-[(2,6-dichlorophenyl)amino]-5-hydroxy benzene acetic acid), O.C1(=CC=C(C=C1)S(=O)(=O)O)C (p-toluene sulfonic acid monohydrate). Solvent: CO (methanol). The product is C(C)(=O)O.CC1=C(C=CC(=C1)O)NC1=C(C=CC=C1Cl)Cl (Methyl-2-[(2,6-dichlorophenyl)amino]-5-hydroxy benzene acetate). Isolated yield 90.0%. RXN SMILES: [Cl:1][C:2]1[CH:7]=[CH:6][CH:5]=[C:4]([Cl:8])[C:3]=1[NH:9][C:10]1[CH:15]=[CH:14][C:13]([OH:16])=[CH:12][C:11]=1[CH2:17][C:18]([OH:20])=[O:19].O.C1(C)C=CC(S(O)(=O)=O)=CC=1>CO>[C:18]([OH:20])(=[O:19])[CH3:17].[CH3:17][C:11]1[CH:12]=[C:13]([OH:16])[CH:14]=[CH:15][C:10]=1[NH:9][C:3]1[C:4]([Cl:8])=[CH:5][CH:6]=[CH:7][C:2]=1[Cl:1] |f:1.2,4.5|. Procedure: A solution of the acid of Step E, above (2.0 g, 6.4 mmol) in 20 mL of methanol containing a few mg of p-toluene sulfonic acid monohydrate is heated at reflux for 3 hours. The solvent is evaporated in vacuo and the residue dissolved in ethyl acetate. The organic phase is washed with saturated NaHCO3, brine and dried (MgSO4). Removal of solvent affords the product (1.9 g, 90%) as a brown foam. It is used as such in the next step. Reactants: NC=1C=C2C(=C(N(C2=CC1)CC1=CC=CC=C1)C)CC(=O)N (5-amino-2-methyl-1-(phenylmethyl)-1H-indole-3-acetamide), C(C=C)(=O)OC (methyl acrylate). The solvent is CO (MeOH). The product is COC(CCNC=1C=C2C(=C(N(C2=CC1)CC1=CC=CC=C1)C)CC(=O)N)=O (3-[[3-(2-amino-2-oxoethyl)-2-methyl-1-(phenylmethyl)-1H-indol-5-yl]amino]propanoic acid methyl ester). Yield: 55.0%. As a reaction SMILES: [NH2:1][C:2]1[CH:3]=[C:4]2[C:8](=[CH:9][CH:10]=1)[N:7]([CH2:11][C:12]1[CH:17]=[CH:16][CH:15]=[CH:14][CH:13]=1)[C:6]([CH3:18])=[C:5]2[CH2:19][C:20]([NH2:22])=[O:21].[C:23]([O:27][CH3:28])(=[O:26])[CH:24]=[CH2:25]>CO>[CH3:28][O:27][C:23](=[O:26])[CH2:24][CH2:25][NH:1][C:2]1[CH:3]=[C:4]2[C:8](=[CH:9][CH:10]=1)[N:7]([CH2:11][C:12]1[CH:17]=[CH:16][CH:15]=[CH:14][CH:13]=1)[C:6]([CH3:18])=[C:5]2[CH2:19][C:20]([NH2:22])=[O:21]. Reported procedure: A solution of 147 mg (0.5 mmol) of 5-amino-2-methyl-1-(phenylmethyl)-1H-indole-3-acetamide (Example 18) and 2 mL of methyl acrylate in 5 mL of MeOH was stirred for 65 hours, then concentrated at reduced pressure. The residue was chromatographed on silica and eluted with a gradient (EtOAc→45% MeOH/EtOAc) to give a major product and a minor product in the later fractions. The major product was 105 mg (55% yield) of 3-[[3-(2-amino-2-oxoethyl)-2-methyl-1-(phenylmethyl)-1H-indol-5-yl]amino]propanoic ... Reactants: BrC=1C=C(C=CC1)C1=NC(=CC(=N1)C1=CC=CC=C1)C1=CC=CC=C1 (2-(3-bromophenyl)-4,6-diphenylpyrimidine), CC1(OB(OC1(C)C)C1=CC2=C(N=C3N2C=CC=2C=CC=CC32)C=C1)C (9-(4,4,5,5-tetramethyl-1,3,2-dioxaborolan-2-yl)benz[4,5]-imidazo[2,1-a]isoquinoline), C(=O)([O-])[O-].[K+].[K+] (K2CO3). The reagents and catalysts are CC(=O)[O-].CC(=O)[O-].[Pd+2] (Pd(OAc)2). The solvent is C1(=CC=CC=C1)C (toluene), C1(=CC=CC=C1)C (toluene). Run at temperature 80 celsius, time 48 hour. The product is C1(=CC=CC=C1)C1=NC(=CC(=N1)C=1C=C(C=CC1)C1=CC2=C(N=C3N2C=CC=2C=CC=CC32)C=C1)C1=CC=CC=C1 (9-[3-(2,6-Diphenylpyrimidin-4-yl)phenyl]benz[4,5]-imidazo[2,1-a]isoquinoline). As a reaction SMILES: Br[C:2]1[CH:3]=[C:4]([C:8]2[N:13]=[C:12]([C:14]3[CH:19]=[CH:18][CH:17]=[CH:16][CH:15]=3)[CH:11]=[C:10]([C:20]3[CH:25]=[CH:24][CH:23]=[CH:22][CH:21]=3)[N:9]=2)[CH:5]=[CH:6][CH:7]=1.CC1(C)C(C)(C)OB([C:34]2[CH:50]=[CH:49][C:37]3[N:38]=[C:39]4[C:48]5[CH:47]=[CH:46][CH:45]=[CH:44][C:43]=5[CH:42]=[CH:41][N:40]4[C:36]=3[CH:35]=2)O1.C([O-])([O-])=O.[K+].[K+]>C1(C)C=CC=CC=1.CC([O-])=O.CC([O-])=O.[Pd+2]>[C:4]1([C:8]2[N:13]=[C:12]([C:14]3[CH:19]=[C:18]([C:34]4[CH:50]=[CH:49][C:37]5[N:38]=[C:39]6[C:48]7[CH:47]=[CH:46][CH:45]=[CH:44][C:43]=7[CH:42]=[CH:41][N:40]6[C:36]=5[CH:35]=4)[CH:17]=[CH:16][CH:15]=3)[CH:11]=[C:10]([C:20]3[CH:25]=[CH:24][CH:23]=[CH:22][CH:21]=3)[N:9]=2)[CH:5]=[CH:6][CH:7]=[CH:2][CH:3]=1 |f:2.3.4,6.7.8|. Reported procedure: 16 g (43.3 mmol) of 2-(3-bromophenyl)-4,6-diphenylpyrimidine and 16.5 g (48 mmol) of 9-(4,4,5,5-tetramethyl-1,3,2-dioxaborolan-2-yl)benz[4,5]-imidazo[2,1-a]isoquinoline are dissolved in 80 ml of toluene and degassed. 281 ml of a degassed 2M K2CO3 and 2.5 g (2.2 mmol) of Pd(OAc)2 are added. The reaction mixture is subsequently stirred at 80° C. for 48 h under protective-gas atmosphere. Additional toluene is added to the cooled solution, which is washed a number of times with water, dried and evap...